This data is from the Open Reaction Database (ORD), a public repository of structured organic reaction records. The task is: describe an organic reaction: reactants, conditions, products, and yield Yield: 11.6%. The reactants are BrC1=CC=C(C=C1)Cl (4-bromochlorobenzene), ClC[SiH2]C(Cl)Cl (chloromethyl(dichloro)methylsilane), C(CCC)[Li] (n-butyllithium). Reaction SMILES: Br[C:2]1[CH:7]=[CH:6][C:5](Cl)=CC=1.[Cl:9][CH2:10][SiH2:11][CH:12](Cl)Cl.[CH2:15]([Li])[CH2:16][CH2:17][CH3:18]>O1CCCC1.CCCCCC.[Cl-].[Li+]>[Cl:9][CH2:10][Si:11]([CH2:2][CH2:7][CH2:6][CH3:5])([CH2:15][CH2:16][CH2:17][CH3:18])[CH3:12] |f:5.6|. Reported procedure: A solution of 14.4 g (0.075 mol) of 4-bromochlorobenzene and 9.5 ml (12.3 g, 0.075 mol) of chloromethyl(dichloro)methylsilane in 150 ml of tetrahydrofuran was cooled to -60° under nitrogen and stirred while 94 ml (0.15 mol) of 1.6 molar n-butyllithium in hexane was added dropwise at a rate that held the mixture between -65° and -55°. The resulting slurry was allowed to warm to room temperature, giving a solution that was diluted with hexanes until no more lithium chloride precipitated. Filtratio... The solvent is O1CCCC1 (tetrahydrofuran), CCCCCC (hexane), hexanes, [Cl-].[Li+] (lithium chloride). Product: ClC[Si](C)(CCCC)CCCC (chloromethyl(dibutyl)methylsilane). The product is COC(=O)C(Cc1c[nH]cn1)NC(=O)C(C)NC(=O)Cc1cc(F)cc(F)c1. Starting materials: COC(=O)C(N)Cc1c[nH]cn1, CO, ClCCl, Cl, Cl, CC(NC(=O)Cc1cc(F)cc(F)c1)C(=O)O. Reaction SMILES: [CH3:20][O:21][C:22]([CH:23]([NH2:24])[CH2:25][c:26]1[cH:27][nH:28][cH:29][n:30]1)=[O:31].[CH3:32][OH:33].[Cl:34][CH2:35][Cl:36].[ClH:18].[ClH:19].[F:1][c:2]1[cH:3][c:4]([CH2:9][C:10](=[O:11])[NH:12][CH:13]([CH3:14])[C:15](=[O:16])[OH:17])[cH:5][c:6]([F:8])[cH:7]1>>[F:1][c:2]1[cH:3][c:4]([CH2:9][C:10](=[O:11])[NH:12][CH:13]([CH3:14])[C:15](=[O:17])[NH:24][CH:23]([C:22]([O:21][CH3:20])=[O:31])[CH2:25][c:26]2[cH:27][nH:28][cH:29][n:30]2)[cH:5][c:6]([F:8])[cH:7]1. Reactants: [N+](=O)([O-])C=1C=C2C=C(N=NC2=CC1)C(=O)OCC (Ethyl 6-nitrocinnolin-3-yl carboxylate), [H][H] (hydrogen). The reagents and catalysts are [Pd] (palladium on charcoal). Run in C(C)O (ethanol). The product is NC=1C=C2C=C(N=NC2=CC1)C(=O)OCC (ethyl 6-aminocinnolin-3-yl carboxylate). RXN SMILES: [N+:1]([C:4]1[CH:5]=[C:6]2[C:11](=[CH:12][CH:13]=1)[N:10]=[N:9][C:8]([C:14]([O:16][CH2:17][CH3:18])=[O:15])=[CH:7]2)([O-])=O.[H][H]>C(O)C.[Pd]>[NH2:1][C:4]1[CH:5]=[C:6]2[C:11](=[CH:12][CH:13]=1)[N:10]=[N:9][C:8]([C:14]([O:16][CH2:17][CH3:18])=[O:15])=[CH:7]2. Reported procedure: Ethyl 6-nitrocinnolin-3-yl carboxylate (150 mg.) was dissolved in ethanol (20 ml.), and 30% w/w palladium on charcoal catalyst (20 mg.) was added. The solution was shaken in an atmosphere of hydrogen at room temperature and atmospheric pressure until the theoretical uptake had taken place. The catalyst was filtered off and the ethanol solution was evaporated to dryness, yielding a yellow solid. This solid was purified by chromatography on a column of Kieselgel 60 (E. Merck, Darmstadt) using ethy... Starting materials: N1=CC(=CC=C1)CNC(=O)C1=C(N=C(S1)C=1NN=CC1)C (4-methyl-2-(2H-pyrazol-3-yl)-thiazole-5-carboxylic acid (pyridin-3-ylmethyl)-amide), BrCC1=CC=C(C=C1)C(C)(C)C (1-bromomethyl-4-tert-butyl-benzene). Yields the product N1=CC(=CC=C1)CNC(=O)C1=C(N=C(S1)C1=NN(C=C1)CC1=CC=C(C=C1)C(C)(C)C)C (2-[1-(4-tert-butyl-benzyl)-1H-pyrazol-3-yl]-4-methyl-thiazole-5-carboxylic acid (pyridin-3-ylmethyl)amide), solid. The yield is 53.0%. RXN SMILES: [N:1]1[CH:6]=[CH:5][CH:4]=[C:3]([CH2:7][NH:8][C:9]([C:11]2[S:15][C:14]([C:16]3[NH:17][N:18]=[CH:19][CH:20]=3)=[N:13][C:12]=2[CH3:21])=[O:10])[CH:2]=1.Br[CH2:23][C:24]1[CH:29]=[CH:28][C:27]([C:30]([CH3:33])([CH3:32])[CH3:31])=[CH:26][CH:25]=1>>[N:1]1[CH:6]=[CH:5][CH:4]=[C:3]([CH2:7][NH:8][C:9]([C:11]2[S:15][C:14]([C:16]3[CH:20]=[CH:19][N:18]([CH2:23][C:24]4[CH:29]=[CH:28][C:27]([C:30]([CH3:33])([CH3:32])[CH3:31])=[CH:26][CH:25]=4)[N:17]=3)=[N:13][C:12]=2[CH3:21])=[O:10])[CH:2]=1. Reported procedure: The title compound was prepared from 4-methyl-2-(2H-pyrazol-3-yl)-thiazole-5-carboxylic acid (pyridin-3-ylmethyl)-amide and 1-bromomethyl-4-tert-butyl-benzene as described in Example 49 and isolated as a yellow solid (0.080 g, 53% yield). 1H NMR (400 MHz, CDCl3) δ 8.61 (s, 1H), 8.56 (d, J=4 Hz, 1H), 7.71 (d, J=8 Hz, 1H), 7.36-7.40 (m, 3H), 7.26-7.30 (m, 1H), 7.20 (d, J=8 Hz, 2H), 6.82 (d, J=2 Hz, 1H), 6.09-6.14 (m, 1H), 5.31 (s, 2H), 4.63 (d, J=8 Hz, 2H), 2.75 (s, 3H), 1.30 (s, 9H); MS (M+H)+=44... Starting materials: CC(=O)Oc1ccc(C=Cc2cnc(OCCOCCOCCF)c(Br)c2)cc1, C1CCOC1, CCO, [K+], [K+], O=C([O-])[O-]. The product is Oc1ccc(C=Cc2cnc(OCCOCCOCCF)c(Br)c2)cc1. As a reaction SMILES: [Br:1][c:2]1[cH:3][c:4]([CH:18]=[CH:19][c:20]2[cH:21][cH:22][c:23]([O:26][C:27](=[O:28])[CH3:29])[cH:24][cH:25]2)[cH:5][n:6][c:7]1[O:8][CH2:9][CH2:10][O:11][CH2:12][CH2:13][O:14][CH2:15][CH2:16][F:17].[CH2:39]1[O:40][CH2:41][CH2:42][CH2:43]1.[CH3:36][CH2:37][OH:38].[K+:30].[K+:31].[O-:32][C:33]([O-:34])=[O:35]>>[Br:1][c:2]1[cH:3][c:4]([CH:18]=[CH:19][c:20]2[cH:21][cH:22][c:23]([OH:26])[cH:24][cH:25]2)[cH:5][n:6][c:7]1[O:8][CH2:9][CH2:10][O:11][CH2:12][CH2:13][O:14][CH2:15][CH2:16][F:17]. Reactants: ( 4 ), N (ammonia), N(=C=S)C1=CC(=C(C=C1)C1=CC(=NO1)C)OC (5-(4-isothiocyanato-2-methoxyphenyl)-3-methylisoxazole). The solvent is CO (MeOH). Run at time 24 hour. Product: COC=1C=C(C=CC1C1=CC(=NO1)C)NC(=S)N (1-(3-methoxy-4-(3-methylisoxazol-5-yl)phenyl)thiourea). Isolated yield 99.4%. Reaction SMILES: [NH3:1].[N:2]([C:5]1[CH:10]=[CH:9][C:8]([C:11]2[O:15][N:14]=[C:13]([CH3:16])[CH:12]=2)=[C:7]([O:17][CH3:18])[CH:6]=1)=[C:3]=[S:4]>CO>[CH3:18][O:17][C:7]1[CH:6]=[C:5]([NH:2][C:3]([NH2:1])=[S:4])[CH:10]=[CH:9][C:8]=1[C:11]1[O:15][N:14]=[C:13]([CH3:16])[CH:12]=1. Procedure: Step H (4): Methanolic ammonia (1.3 mL, 9.28 mmol) was added to a flask charged with 5-(4-isothiocyanato-2-methoxyphenyl)-3-methylisoxazole (508 mg, 2.063 mmol) in MeOH (4.6 mL). After stirring at rt for 24 h, the reaction mixture was concentrated to dryness in vacuo to afford 1-(3-methoxy-4-(3-methylisoxazol-5-yl)phenyl)thiourea (540 mg, 2.051 mmol, 99% yield). LC-MS (M+H)+ 264.2. 1H NMR (400 MHz, methanol-d4) δ ppm 7.82 (d, J=8.56 Hz, 1 H) 7.49-7.54 (m, 1 H) 6.99 (dd, J=8.56, 2.01 Hz, 1 H) 6.6... Reactants: CCI, [H-], [Na+], CN(C)C=O, Oc1cccc2c1oc1ccccc12. Product: CCOc1cccc2c1oc1ccccc12. RXN SMILES: [CH2:17]([CH3:18])[I:19].[H-:15].[Na+:16].[O:20]=[CH:21][N:22]([CH3:23])[CH3:24].[cH:1]1[cH:2][cH:3][c:4]([OH:14])[c:5]2[o:6][c:7]3[c:8]([c:9]12)[cH:10][cH:11][cH:12][cH:13]3>>[cH:1]1[cH:2][cH:3][c:4]([O:14][CH2:17][CH3:18])[c:5]2[o:6][c:7]3[c:8]([c:9]12)[cH:10][cH:11][cH:12][cH:13]3. Reactants: FC(C(=O)O)(F)F (Trifluoroacetic acid), C1(CC1)N1N=CC(=C1)C=1C=C2N(C[C@@H](N(C2=CC1)C(C)=O)C)C1=NN(C2=CC=CC=C12)C1OCCCC1 (1-((2S)-6-(1-cyclopropyl-1H-pyrazol-4-yl)-2-methyl-4-(1-(tetrahydro-2H-pyran-2-yl)-1H-indazol-3-yl)-3,4-dihydroquinoxaline-1(2H)-yl)ethanone). Run in ClCCl (dichloromethane). Run at time 4 hour. The product is C1(CC1)N1N=CC(=C1)C=1C=C2N(C[C@@H](N(C2=CC1)C(C)=O)C)C1=NNC2=CC=CC=C12 ((S)-1-(6-(1-cyclopropyl-1H-pyrazol-4-yl)-4-(1H-indazol-3-yl)-2-methyl-3,4-dihydroquinoxalin-1(2H)-yl)ethanone). Isolated yield 97.5%. As a reaction SMILES: FC(F)(F)C(O)=O.[CH:8]1([N:11]2[CH:15]=[C:14]([C:16]3[CH:17]=[C:18]4[C:23](=[CH:24][CH:25]=3)[N:22]([C:26](=[O:28])[CH3:27])[C@@H:21]([CH3:29])[CH2:20][N:19]4[C:30]3[C:38]4[C:33](=[CH:34][CH:35]=[CH:36][CH:37]=4)[N:32](C4CCCCO4)[N:31]=3)[CH:13]=[N:12]2)[CH2:10][CH2:9]1>ClCCl>[CH:8]1([N:11]2[CH:15]=[C:14]([C:16]3[CH:17]=[C:18]4[C:23](=[CH:24][CH:25]=3)[N:22]([C:26](=[O:28])[CH3:27])[C@@H:21]([CH3:29])[CH2:20][N:19]4[C:30]3[C:38]4[C:33](=[CH:34][CH:35]=[CH:36][CH:37]=4)[NH:32][N:31]=3)[CH:13]=[N:12]2)[CH2:9][CH2:10]1. Procedure: Trifluoroacetic acid (0.5 mL, 6.49 mmol) was added to a solution of 1-((2S)-6-(1-cyclopropyl-1H-pyrazol-4-yl)-2-methyl-4-(1-(tetrahydro-2H-pyran-2-yl)-1H-indazol-3-yl)-3,4-dihydroquinoxaline-1(2H)-yl)ethanone (0.048 g, 0.097 mmol) in dichloromethane (2.0 mL) and the mixture stirred at rt for 4 h. The reaction mixture was concentrated and the residue was partitioned between dichloromethane and saturated aqueous sodium bicarbonate solution. The organic phase was separated, dried over anhydrous sod...